Dataset: the Open Reaction Database (ORD), a public repository of structured organic reaction records. Task: describe an organic reaction: reactants, conditions, products, and yield The reactants are OC1=CC=NN1C1=NC=CC(=C1)C#N (2-(5-hydroxy-1H-pyrazol-1-yl)pyridine-4-carbonitrile), CC1=C(C=CC(=C1)C)CO ((2,4-dimethylphenyl)methanol). Product: CC1=C(C=CC(=C1)C)COC1=CC=NN1C1=NC=CC(=C1)C#N (2-[5-[(2,4-dimethylphenyl)methoxy]pyrazol-1-yl]pyridine-4-carbonitrile). Reaction SMILES: [OH:1][C:2]1[N:6]([C:7]2[CH:12]=[C:11]([C:13]#[N:14])[CH:10]=[CH:9][N:8]=2)[N:5]=[CH:4][CH:3]=1.[CH3:15][C:16]1[CH:21]=[C:20]([CH3:22])[CH:19]=[CH:18][C:17]=1[CH2:23]O>>[CH3:15][C:16]1[CH:21]=[C:20]([CH3:22])[CH:19]=[CH:18][C:17]=1[CH2:23][O:1][C:2]1[N:6]([C:7]2[CH:12]=[C:11]([C:13]#[N:14])[CH:10]=[CH:9][N:8]=2)[N:5]=[CH:4][CH:3]=1. Procedure: The title compound was prepared from 2-(5-hydroxy-1H-pyrazol-1-yl)pyridine-4-carbonitrile and (2,4-dimethylphenyl)methanol according to the procedure for the preparation of Example 39, part C. [M+H] Calc'd for C18H16N4O, 305. Found, 305. Starting materials: CNC(=O)c1cccc([N+](=O)[O-])c1Br, C1CCOC1, CCOC(C)=O, NC1CC1. Product: CNC(=O)c1cccc([N+](=O)[O-])c1NC1CC1. Reaction SMILES: [Br:1][c:2]1[c:3]([C:4](=[O:5])[NH:6][CH3:7])[cH:8][cH:9][cH:10][c:11]1[N+:12](=[O:13])[O-:14].[CH2:19]1[O:20][CH2:21][CH2:22][CH2:23]1.[CH3:24][CH2:25][O:26][C:27]([CH3:28])=[O:29].[CH:15]1([NH2:18])[CH2:16][CH2:17]1>>[c:2]1([NH:18][CH:15]2[CH2:16][CH2:17]2)[c:3]([C:4](=[O:5])[NH:6][CH3:7])[cH:8][cH:9][cH:10][c:11]1[N+:12](=[O:13])[O-:14]. Starting materials: C1(O)=C(O)C(O)=CC=C1 (Pyrogallol), C=1(O)C(O)=CC=CC1 (catechol), OO (H2O2). The solvent is CC(=O)C (acetone). Yields the product C=1C2=C(C(=C(C1O)O)O)C(=O)C(=CC=C2)O (Purpurogallin). The yield is 17.2%. Reaction SMILES: [C:1]1([CH:9]=[CH:8][CH:7]=[C:5]([OH:6])[C:3]=1[OH:4])[OH:2].[C:10]1([C:12](=[CH:14][CH:15]=[CH:16]C=1)[OH:13])[OH:11].OO>CC(C)=O>[CH:9]1[C:8]2[CH:16]=[CH:15][CH:14]=[C:12]([OH:13])[C:10](=[O:11])[C:7]=2[C:5]([OH:6])=[C:3]([OH:4])[C:1]=1[OH:2]. Procedure details: Pyrogallol (1 g) and catechol (1.5 g) were dissolved in a mixture of acetone-pH 5.0 phosphate citrate buffer (1:10, v/v, 50 mL), which contained 2 mg horseradish peroxidase. While being stirred, 2.0 mL of 3.13% H2O2 was added four times during 45 minutes. The reaction mixture was extracted by ethyl acetate (50 mL×3). After concentration, the residue was subjected to Sephadex LH 20 column eluted with acetone-water solvent system (45%). 300 mg Purpurogallin was obtained. The reactants are COC1=C(C=O)C=CC=C1 (2-methoxy-benzaldehyde), C(C)OC(CC(=O)COC(C)=O)=O (γ-acetoxyacetoacetic acid ethyl ester), C(C)OC(\C=C(\C)/N)=O (β-aminocrotonic acid ethyl ester). The solvent is C(C)O (ethanol). The product is C(C)OC(=O)C1=C(NC(=C(C1C1=C(C=CC=C1)OC)C(=O)OCC)C)COC(C)=O (2-Acetoxymethyl-6-methyl-4-(2'-methoxyphenyl)-1,4-dihydropyridine-3,5-dicarboxylic acid diethyl ester). As a reaction SMILES: [CH3:1][O:2][C:3]1[CH:10]=[CH:9][CH:8]=[CH:7][C:4]=1[CH:5]=O.[CH2:11]([O:13][C:14](=[O:23])[CH2:15][C:16]([CH2:18][O:19][C:20](=[O:22])[CH3:21])=O)[CH3:12].[CH2:24]([O:26][C:27](=[O:32])/[CH:28]=[C:29](\[NH2:31])/[CH3:30])[CH3:25]>C(O)C>[CH2:11]([O:13][C:14]([C:15]1[CH:5]([C:4]2[CH:7]=[CH:8][CH:9]=[CH:10][C:3]=2[O:2][CH3:1])[C:28]([C:27]([O:26][CH2:24][CH3:25])=[O:32])=[C:29]([CH3:30])[NH:31][C:16]=1[CH2:18][O:19][C:20](=[O:22])[CH3:21])=[O:23])[CH3:12]. Procedure: A solution of 6.8 g of 2-methoxy-benzaldehyde, 9.4 g of γ-acetoxyacetoacetic acid ethyl ester and 6.5 g of β-aminocrotonic acid ethyl ester in 40 ccs of ethanol is heated to the boil overnight and then cooled. After filtering, light yellow crystals of melting point 84°-86° C. are obtained. Reactants: CC1CC=2C(=CC=3C(C4=CC=CC=C4C3C2)(C)C)C1=O (2,9,9-trimethyl-2,3-dihydrocyclopenta[b]fluoren-1(9H)-one), [BH4-].[Na+] (Sodium borohydride). The reagents and catalysts are C1(=CC=C(C=C1)S(=O)(=O)O)C (p-toluene sulfonic acid). Solvent: C1(=CC=CC=C1)C (toluene), C1CCOC1 (THF), C(C)O (ethanol). The product is CC=1CC=2C(=CC=3C(C4=CC=CC=C4C3C2)(C)C)C1 (2,9,9-trimethyl-3,9-dihydrocyclopenta[b]fluorene). The yield is 89.5%. Reaction SMILES: [CH3:1][CH:2]1[C:19](=O)[C:5]2=[CH:6][C:7]3[C:8]([CH3:18])([CH3:17])[C:9]4[C:14]([C:15]=3[CH:16]=[C:4]2[CH2:3]1)=[CH:13][CH:12]=[CH:11][CH:10]=4.[BH4-].[Na+]>C1COCC1.C(O)C.C1(C)C=CC=CC=1.C1(C)C=CC(S(O)(=O)=O)=CC=1>[CH3:1][C:2]1[CH2:3][C:4]2[C:5]([CH:19]=1)=[CH:6][C:7]1[C:8]([CH3:18])([CH3:17])[C:9]3[C:14]([C:15]=1[CH:16]=2)=[CH:13][CH:12]=[CH:11][CH:10]=3 |f:1.2|. Procedure details: In a 1000 mL round flask, 2,9,9-trimethyl-2,3-dihydrocyclopenta[b]fluoren-1(9H)-one (50 g, 190.6 mmol) was dissolved THF 400 mL and ethanol 400 mL, and then stirred. Sodium borohydride (NaBH4) (9.4 g, 247.8 mmol) was added to the reaction product in five lots, and then stirred for 12 hours. The resultant mixture, after removal of solvent, was dissolved in ethylacetate, and then washed with water three times. The organic layer was dried over magnesium sulfate, followed by removal of volatile mate...